This data is from the Open Reaction Database (ORD), a public repository of structured organic reaction records. The task is: describe an organic reaction: reactants, conditions, products, and yield The reactants are FC1=CC=C(C=C1)N1N=CC2=CC(=CC=C12)O[C@@H]([C@H](C)NS(=O)(=O)C1CC1)C1=CC=C(C=C1)SC (N-[(1R,2S)-1-[1-(4-fluorophenyl)indazol-5-yl]oxy-1-(4-methylsulfanylphenyl)propan-2-yl]cyclopropanesulfonamide), ClC1=CC(=CC=C1)C(=O)OO (3-Chloroperbenzoic acid). Run in C(Cl)Cl (DCM), C(Cl)Cl (DCM). Reaction conditions: time 30 minute. Product: FC1=CC=C(C=C1)N1N=CC2=CC(=CC=C12)O[C@@H]([C@H](C)NS(=O)(=O)C1CC1)C1=CC=C(C=C1)S(=O)C (N-[(1R,2S)-1-[1-(4-fluorophenyl)indazol-5-yl]oxy-1-(4-methylsulfinylphenyl)propan-2-yl]cyclopropanesulfonamide). Reaction SMILES: [F:1][C:2]1[CH:7]=[CH:6][C:5]([N:8]2[C:16]3[C:11](=[CH:12][C:13]([O:17][C@H:18]([C:28]4[CH:33]=[CH:32][C:31]([S:34][CH3:35])=[CH:30][CH:29]=4)[C@@H:19]([NH:21][S:22]([CH:25]4[CH2:27][CH2:26]4)(=[O:24])=[O:23])[CH3:20])=[CH:14][CH:15]=3)[CH:10]=[N:9]2)=[CH:4][CH:3]=1.ClC1C=CC=C(C(OO)=[O:44])C=1>C(Cl)Cl>[F:1][C:2]1[CH:7]=[CH:6][C:5]([N:8]2[C:16]3[C:11](=[CH:12][C:13]([O:17][C@H:18]([C:28]4[CH:29]=[CH:30][C:31]([S:34]([CH3:35])=[O:44])=[CH:32][CH:33]=4)[C@@H:19]([NH:21][S:22]([CH:25]4[CH2:26][CH2:27]4)(=[O:24])=[O:23])[CH3:20])=[CH:14][CH:15]=3)[CH:10]=[N:9]2)=[CH:4][CH:3]=1. Reported procedure: N-[(1R,2S)-1-[1-(4-fluorophenyl)indazol-5-yl]oxy-1-(4-methylsulfanylphenyl)propan-2-yl]cyclopropanesulfonamide (29, 20.5 mg, 0.04 mmol) was dissolved in DCM (2 mL) and cooled in an ice bath. 3-Chloroperbenzoic acid (70-75%) (10 mg, 0.04 mmol) dissolved in DCM (0.1 mL) was added. The reaction was stirred for 30 min, quenched by addition of 10% Na2SO3 solution (0.5 mL). Purification by HPLC and freeze drying of fractions with product gave the title compound as a colourless solid. Yield 17 mg (80%)...